Dataset: the Open Reaction Database (ORD), a public repository of structured organic reaction records. Task: describe an organic reaction: reactants, conditions, products, and yield Reactants: CC=1N=CN(C1)C1=C(C#N)C=CC=C1 (2-(4-methyl-imidazol-1-yl)-benzonitrile), C[N+](=C)C.[I-] (Eschenmoser's salt). The solvent is CN(C)C=O (DMF). Product: CN(C)CC1=C(N=CN1C1=C(C#N)C=CC=C1)C (2-(5-Dimethylaminomethyl-4-methyl-imidazol-1-yl)-benzonitrile). The yield is 57.0%. As a reaction SMILES: [CH3:1][C:2]1[N:3]=[CH:4][N:5]([C:7]2[CH:14]=[CH:13][CH:12]=[CH:11][C:8]=2[C:9]#[N:10])[CH:6]=1.[CH3:15][N+:16]([CH3:18])=[CH2:17].[I-]>CN(C=O)C>[CH3:15][N:16]([CH2:18][C:6]1[N:5]([C:7]2[CH:14]=[CH:13][CH:12]=[CH:11][C:8]=2[C:9]#[N:10])[CH:4]=[N:3][C:2]=1[CH3:1])[CH3:17] |f:1.2|. Procedure: As described for example 84b, 2-(4-methyl-imidazol-1-yl)-benzonitrile was reacted with Eschenmoser's salt in DMF for 5 h at 90° C. Evaporation of the solvent, aqueous workup and chromatography (SiO2, dichloromethane:methanol=100:0 to 96:4) afforded the title compound as a light yellow oil (yield: 57%). MS: m/e=241.4 [M+H]+. The reactants are BrC=1C=C(C(=NC1)NC1=CC(=CC=C1)C=1C=NC=CC1)[N+](=O)[O-] (N-(5-bromo-3-nitropyridin-2-yl)-N-[3-(pyridin-3-yl)phenyl]amine), O.O.O.O.O.O.O.O.O.[S-2].[Na+].[Na+] (sodium sulphide nonahydrate), [Cl-].[NH4+] (ammonium chloride). The solvent is CO (methanol). Product: BrC=1C=C(C(=NC1)NC1=CC(=CC=C1)C=1C=NC=CC1)N (5-bromo-N2-[3-(pyridin-3-yl)phenyl]-pyridine-2,3-diamine). Isolated yield 99.6%. RXN SMILES: [Br:1][C:2]1[CH:3]=[C:4]([N+:21]([O-])=O)[C:5]([NH:8][C:9]2[CH:14]=[CH:13][CH:12]=[C:11]([C:15]3[CH:16]=[N:17][CH:18]=[CH:19][CH:20]=3)[CH:10]=2)=[N:6][CH:7]=1.O.O.O.O.O.O.O.O.O.[S-2].[Na+].[Na+].[Cl-].[NH4+]>CO>[Br:1][C:2]1[CH:3]=[C:4]([NH2:21])[C:5]([NH:8][C:9]2[CH:14]=[CH:13][CH:12]=[C:11]([C:15]3[CH:16]=[N:17][CH:18]=[CH:19][CH:20]=3)[CH:10]=2)=[N:6][CH:7]=1 |f:1.2.3.4.5.6.7.8.9.10.11.12,13.14|. Reported procedure: A suspension of N-(5-bromo-3-nitropyridin-2-yl)-N-[3-(pyridin-3-yl)phenyl]amine (3.7 g, 10 mmol), sodium sulphide nonahydrate (7.2 g, 30 mmol) and ammonium chloride (1.6 g, 30 mmol) in methanol (15 ml) was heated under reflux for 90 minutes. The reaction was cooled, evaporated to dryness and the residue suspended in ethyl acetate (200 ml). This was washed with water, brine, dried over anhydrous sodium sulphate, filtered and evaporated to dryness to afford 5-bromo-N2-[3-(pyridin-3-yl)phenyl]-pyri... Starting materials: C(C)(C)(C)OC(=O)N1C=NC=2C(N(CCC21)C(=O)OC(C)(C)C)C2=CC=C(C=C2)Br (4-(4-Bromo-phenyl)-6,7-dihydro-4H-imidazo[4,5-c]pyridine-1,5-dicarboxylic acid di-tert-butyl ester), CN(C)C=O (DMF). Reagents/catalysts: [C-]#N.[C-]#N.[Zn+2] (Zn(CN)2). Reaction conditions: temperature 80 celsius, time 8 hour. Product: C(C)(C)(C)OC(=O)N1C(C2=C(CC1)NC=N2)C2=CC=C(C=C2)C#N (4-(4-cyano-phenyl)-1,4,6,7-tetrahydro-imidazo[4,5-c]pyridine-5-carboxylic acid tert-butyl ester). RXN SMILES: C(OC([N:8]1[C:16]2[CH2:15][CH2:14][N:13]([C:17]([O:19][C:20]([CH3:23])([CH3:22])[CH3:21])=[O:18])[CH:12]([C:24]3[CH:29]=[CH:28][C:27](Br)=[CH:26][CH:25]=3)[C:11]=2[N:10]=[CH:9]1)=O)(C)(C)C.[CH3:31][N:32](C=O)C>[C-]#N.[C-]#N.[Zn+2]>[C:20]([O:19][C:17]([N:13]1[CH2:14][CH2:15][C:16]2[NH:8][CH:9]=[N:10][C:11]=2[CH:12]1[C:24]1[CH:25]=[CH:26][C:27]([C:31]#[N:32])=[CH:28][CH:29]=1)=[O:18])([CH3:21])([CH3:22])[CH3:23] |f:2.3.4|. Procedure details: 4-(4-Bromo-phenyl)-6,7-dihydro-4H-imidazo[4,5-c]pyridine-1,5-dicarboxylic acid di-tert-butyl ester (0.55 g, 1.14 mmol) and Zn(CN)2 (0.13 g, 1.14 mmol) were stirred in anh. DMF (10 mL) and degassed with Ar for 15 min. Tetrakis(triphenylphosphine)-palladium(0) was added to the solution and stirred at 80° C. under Ar overnight. The solution was concentrated in vacuo, partitioned between EtOAc and sat. NaHCO3 soln, washed with H2O, brine, and dried over MgSO4. Filtration, concentration, and silica g... Starting materials: O=S(=O)(Nc1cncc(Br)c1)c1ccc(F)cc1F, C1COCCO1, Cn1cc(-c2cnc3ccc(B4OC(C)(C)C(C)(C)O4)cc3n2)cn1, [Na+], [Na+], O=C([O-])[O-]. The product is Cn1cc(-c2cnc3ccc(-c4cncc(NS(=O)(=O)c5ccc(F)cc5F)c4)cc3n2)cn1. Reaction SMILES: [Br:26][c:27]1[cH:28][c:29]([NH:33][S:34](=[O:35])(=[O:36])[c:37]2[c:38]([F:44])[cH:39][c:40]([F:43])[cH:41][cH:42]2)[cH:30][n:31][cH:32]1.[CH2:51]1[O:52][CH2:53][CH2:54][O:55][CH2:56]1.[CH3:1][n:2]1[n:3][cH:4][c:5](-[c:7]2[n:8][c:9]3[cH:10][c:11]([B:17]4[O:18][C:19]([CH3:20])([CH3:21])[C:22]([CH3:23])([CH3:24])[O:25]4)[cH:12][cH:13][c:14]3[n:15][cH:16]2)[cH:6]1.[Na+:45].[Na+:46].[O-:47][C:48](=[O:49])[O-:50]>>[CH3:1][n:2]1[n:3][cH:4][c:5](-[c:7]2[n:8][c:9]3[cH:10][c:11](-[c:27]4[cH:28][c:29]([NH:33][S:34](=[O:35])(=[O:36])[c:37]5[c:38]([F:44])[cH:39][c:40]([F:43])[cH:41][cH:42]5)[cH:30][n:31][cH:32]4)[cH:12][cH:13][c:14]3[n:15][cH:16]2)[cH:6]1. Reactants: CSC1=NC=C2C(=N1)N=C(NC2=O)C2=C(C=CC=C2)OCCC (7-methylthio-4-oxo-2-(2-propoxyphenyl)-3,4-dihydropyrimido[4,5-d]pyrimidine), CSCCCN (methylthiopropylamine). The solvent is C(C)O (ethanol). The product is CSCCCNC1=NC=C2C(=N1)N=C(NC2=O)C2=C(C=CC=C2)OCCC (7-(3-Methylthiopropylamino)-4-oxo-2-(2-propoxyphenyl)-3,4-dihydropyrimido[4,5-d]pyrimidine). Yield: 56.1%. As a reaction SMILES: CS[C:3]1[N:8]=[C:7]2[N:9]=[C:10]([C:14]3[CH:19]=[CH:18][CH:17]=[CH:16][C:15]=3[O:20][CH2:21][CH2:22][CH3:23])[NH:11][C:12](=[O:13])[C:6]2=[CH:5][N:4]=1.[CH3:24][S:25][CH2:26][CH2:27][CH2:28][NH2:29]>C(O)C>[CH3:24][S:25][CH2:26][CH2:27][CH2:28][NH:29][C:3]1[N:8]=[C:7]2[N:9]=[C:10]([C:14]3[CH:19]=[CH:18][CH:17]=[CH:16][C:15]=3[O:20][CH2:21][CH2:22][CH3:23])[NH:11][C:12](=[O:13])[C:6]2=[CH:5][N:4]=1. Procedure: In a similar manner to Example 38 reaction of 7-methylthio-4-oxo-2-(2-propoxyphenyl)-3,4-dihydropyrimido[4,5-d]pyrimidine (0.79 g) and methylthiopropylamine (0.50 g) in ethanol (15 ml) for 40 hours yielded a crude product which was purified by elution from silica with 40-60° petroleum ether:chloroform (gradient elution) to yield the title compound 0.52 g, m.p. 173-4° C. (recrystallized from methanol). Reactants: ClC1=NC=C(C(=N1)Cl)C(=O)NC (2,4-dichloro-N-methylpyrimidine-5-carboxamide), NC1=C(C=CC=C1)NC(C=C)=O (N-(2-aminophenyl)acrylamide), CCN(C(C)C)C(C)C (DIPEA), CO (methanol). Reaction conditions: temperature 120 celsius. Procedure: To a solution of 2,4-dichloro-N-methylpyrimidine-5-carboxamide (400 mg, 1.95 mmol) in NMP (1 ml), N-(2-aminophenyl)acrylamide (316 mg, 1.951 mmol) and DIPEA (503 mg, 3.902 mmol) were added and heated at 120° C. for 1 h. TLC showed completion of starting material (TLC system: 5% methanol in DCM (Rf): 0.3). The reaction mixture was diluted with water (30 ml) and extracted with ethyl acetate (3×15 ml). The organic layer was separated, dried over sodium sulphate, and concentrated. Crude compound was... Solvent: CN1CCCC1=O (NMP), O (water), C(Cl)Cl (DCM). Yields the product C(C=C)(=O)NC1=C(C=CC=C1)NC1=NC(=NC=C1C(=O)NC)Cl (4-(2-acrylamidophenylamino)-2-chloro-N-methylpyrimidine-5-carboxamide). As a reaction SMILES: [Cl:1][C:2]1[N:7]=[C:6](Cl)[C:5]([C:9]([NH:11][CH3:12])=[O:10])=[CH:4][N:3]=1.[NH2:13][C:14]1[CH:19]=[CH:18][CH:17]=[CH:16][C:15]=1[NH:20][C:21](=[O:24])[CH:22]=[CH2:23].CCN(C(C)C)C(C)C.CO>CN1C(=O)CCC1.C(Cl)Cl.O>[C:21]([NH:20][C:15]1[CH:16]=[CH:17][CH:18]=[CH:19][C:14]=1[NH:13][C:6]1[C:5]([C:9]([NH:11][CH3:12])=[O:10])=[CH:4][N:3]=[C:2]([Cl:1])[N:7]=1)(=[O:24])[CH:22]=[CH2:23].